From a dataset of the Open Reaction Database (ORD), a public repository of structured organic reaction records. describe an organic reaction: reactants, conditions, products, and yield The reactants are C(C1=CC=CC=C1)(=O)C1=C(SC(=C1C)C)N1N=C(N=C1CCl)C(=O)O (1-(3-benzoyl-4,5-dimethyl-2-thienyl)-5-chloromethyl-1H-1,2,4-triazole-3-carboxylic acid), Cl (hydrochloric acid), [I-].[Na+] (sodium iodide), Cl.NO (hydroxylamine hydrochloride), C([O-])([O-])=O.[K+].[K+] (potassium carbonate). Solvent: C(C)O (ethanol), O (water), O (water). The product is CC1=C(SC2=C1C(=[N+](CC=1N2N=C(N1)C(=O)O)[O-])C1=CC=CC=C1)C (7,8-dimethyl-6-phenyl-4H-thieno[3,2-f]-s-triazolo[1,5-a][1,4]diazepine-2-carboxylic acid 5-oxide). As a reaction SMILES: [C:1]([C:9]1[C:13]([CH3:14])=[C:12]([CH3:15])[S:11][C:10]=1[N:16]1[C:20]([CH2:21]Cl)=[N:19][C:18]([C:23]([OH:25])=[O:24])=[N:17]1)(=O)[C:2]1[CH:7]=[CH:6][CH:5]=[CH:4][CH:3]=1.Cl.[NH2:27][OH:28].C(=O)([O-])[O-].[K+].[K+].[I-].[Na+].Cl>O.C(O)C>[CH3:14][C:13]1[C:9]2[C:1]([C:2]3[CH:7]=[CH:6][CH:5]=[CH:4][CH:3]=3)=[N+:27]([O-:28])[CH2:21][C:20]3[N:16]([N:17]=[C:18]([C:23]([OH:25])=[O:24])[N:19]=3)[C:10]=2[S:11][C:12]=1[CH3:15] |f:1.2,3.4.5,6.7|. Procedure: A mixture of 0.376 g. of 1-(3-benzoyl-4,5-dimethyl-2-thienyl)-5-chloromethyl-1H-1,2,4-triazole-3-carboxylic acid, 1.4g. of hydroxylamine hydrochloride, 1.46 g. of potassium carbonate, 0.15 g. of sodium iodide, 5 ml. of water and 5 ml. of ethanol is stirred for 1 hour on a water bath at 80° to 90° C. After cooling, the mixture is acidified with 6N-hydrochloric acid, diluted with water and then extracted with dichloromethane. The dichloromethane layer is washed with water, dried over sodium sulfat... Starting materials: O=C(Cl)Cl, CCCn1c(=S)[nH]c2ccc(I)cc2c1=O. The product is CCCn1c(Cl)nc2ccc(I)cc2c1=O. Reaction SMILES: [Cl:17][C:18](=[O:19])[Cl:20].[I:1][c:2]1[cH:3][c:4]2[c:5](=[O:16])[n:6]([CH2:13][CH2:14][CH3:15])[c:7](=[S:12])[nH:8][c:9]2[cH:10][cH:11]1>>[I:1][c:2]1[cH:3][c:4]2[c:5](=[O:16])[n:6]([CH2:13][CH2:14][CH3:15])[c:7]([Cl:17])[n:8][c:9]2[cH:10][cH:11]1.